Dataset: the Open Reaction Database (ORD), a public repository of structured organic reaction records. Task: describe an organic reaction: reactants, conditions, products, and yield Product: COc1cccc(OC)c1C(=O)P1(=O)Oc2ccccc2-c2ccccc21. Starting materials: COP1Oc2ccccc2-c2ccccc21, COc1cccc(OC)c1C(=O)Cl, Cc1ccccc1. RXN SMILES: [CH3:14][O:15][P:16]1[O:17][c:18]2[c:19]([cH:26][cH:27][cH:28][cH:29]2)-[c:20]2[c:21]1[cH:22][cH:23][cH:24][cH:25]2.[CH3:1][O:2][c:3]1[c:4]([C:5](=[O:6])[Cl:7])[c:8]([O:12][CH3:13])[cH:9][cH:10][cH:11]1.[CH3:30][c:31]1[cH:32][cH:33][cH:34][cH:35][cH:36]1>>[CH3:1][O:2][c:3]1[c:4]([C:5](=[O:6])[P:16]2(=[O:15])[O:17][c:18]3[c:19]([cH:26][cH:27][cH:28][cH:29]3)-[c:20]3[c:21]2[cH:22][cH:23][cH:24][cH:25]3)[c:8]([O:12][CH3:13])[cH:9][cH:10][cH:11]1. Starting materials: [Al+3], [H-], [H-], [H-], [H-], [Li+], CC(C)(C)OC(=O)N1CCC(c2cccc(N)c2)CC1, O. The product is CN1CCC(c2cccc(N)c2)CC1. As a reaction SMILES: [Al+3:22].[H-:21].[H-:24].[H-:25].[H-:26].[Li+:23].[NH2:1][c:2]1[cH:3][c:4]([CH:8]2[CH2:9][CH2:10][N:11]([C:14]([O:15][C:16]([CH3:17])([CH3:18])[CH3:19])=[O:20])[CH2:12][CH2:13]2)[cH:5][cH:6][cH:7]1.[OH2:27]>>[NH2:1][c:2]1[cH:3][c:4]([CH:8]2[CH2:9][CH2:10][N:11]([CH3:14])[CH2:12][CH2:13]2)[cH:5][cH:6][cH:7]1. Reactants: ClC1=NC=C(C#N)C=C1 (6-Chloro-nicotinonitrile), C(CCC)[Sn](C=C)(CCCC)CCCC (tributyl-vinyl-stannane). The reagents and catalysts are C=1C=CC(=CC1)[P](C=2C=CC=CC2)(C=3C=CC=CC3)[Pd]([P](C=4C=CC=CC4)(C=5C=CC=CC5)C=6C=CC=CC6)([P](C=7C=CC=CC7)(C=8C=CC=CC8)C=9C=CC=CC9)[P](C=1C=CC=CC1)(C=1C=CC=CC1)C=1C=CC=CC1 (Pd(PPh3)4), C1=CC=C(C=C1)P(C2=CC=CC=C2)C3=CC=CC=C3 (PPh3). Run in C1(=CC=CC=C1)C (toluene). Product: C(=C)C1=NC=C(C#N)C=C1 (6-Vinyl-nicotinonitrile). Isolated yield 113.9%. Reaction SMILES: Cl[C:2]1[CH:9]=[CH:8][C:5]([C:6]#[N:7])=[CH:4][N:3]=1.[CH2:10]([Sn](CCCC)(CCCC)C=C)[CH2:11]CC>C1C=CC([P]([Pd]([P](C2C=CC=CC=2)(C2C=CC=CC=2)C2C=CC=CC=2)([P](C2C=CC=CC=2)(C2C=CC=CC=2)C2C=CC=CC=2)[P](C2C=CC=CC=2)(C2C=CC=CC=2)C2C=CC=CC=2)(C2C=CC=CC=2)C2C=CC=CC=2)=CC=1.C1C=CC(P(C2C=CC=CC=2)C2C=CC=CC=2)=CC=1.C1(C)C=CC=CC=1>[CH:10]([C:2]1[CH:9]=[CH:8][C:5]([C:6]#[N:7])=[CH:4][N:3]=1)=[CH2:11] |^1:28,30,49,68|. Procedure details: A 100 mL round bottom flask equipped with a condenser was charged with 6-Chloro-nicotinonitrile (500 mg, 3.61 mmol), Pd(PPh3)4 (42 mg, 0.036 mmol), PPh3 (28.4 mg, 0.11 mmol), toluene (20 mL) and tributyl-vinyl-stannane (1.37 g, 4.33 mmol) under argon. The mixture was heated to reflux for three hours, then cooled to RT, quenched with water (12 mL), and extracted with EtOAc (30 mL) three times. The organic layer was combined and dried over MgSO4, filtered, and concentrated in vacuo. The residue wa... Starting materials: OCc1cc(F)cc(Br)c1, CC(C)(C)[Si](Cl)(c1ccccc1)c1ccccc1, CN(C)C=O, O, c1c[nH]cn1. Product: CC(C)(C)[Si](OCc1cc(F)cc(Br)c1)(c1ccccc1)c1ccccc1. As a reaction SMILES: [Br:24][c:25]1[cH:26][c:27]([CH2:32][OH:33])[cH:28][c:29]([F:31])[cH:30]1.[C:6]([CH3:7])([CH3:8])([CH3:9])[Si:10]([Cl:11])([c:12]1[cH:13][cH:14][cH:15][cH:16][cH:17]1)[c:18]1[cH:19][cH:20][cH:21][cH:22][cH:23]1.[CH3:35][N:36]([CH3:37])[CH:38]=[O:39].[OH2:34].[nH:1]1[cH:2][cH:3][n:4][cH:5]1>>[C:6]([CH3:7])([CH3:8])([CH3:9])[Si:10]([c:12]1[cH:13][cH:14][cH:15][cH:16][cH:17]1)([c:18]1[cH:19][cH:20][cH:21][cH:22][cH:23]1)[O:33][CH2:32][c:27]1[cH:26][c:25]([Br:24])[cH:30][c:29]([F:31])[cH:28]1. Starting materials: BrB(Br)Br, O=C([O-])O, C1=CCCCC1, COc1ccc(S(=O)(=O)N2c3ccccc3-c3ccc(F)cc3C2C)cc1, [Na+]. Yields the product CC1c2cc(F)ccc2-c2ccccc2N1S(=O)(=O)c1ccc(O)cc1. Reaction SMILES: [B:34]([Br:35])([Br:36])[Br:37].[C:38](=[O:39])([OH:40])[O-:41].[CH2:28]1[CH2:29][CH:30]=[CH:31][CH2:32][CH2:33]1.[F:1][c:2]1[cH:3][c:4]2[c:13]([cH:14][cH:15]1)-[c:12]1[c:7]([cH:8][cH:9][cH:10][cH:11]1)[N:6]([S:16](=[O:17])(=[O:18])[c:19]1[cH:20][cH:21][c:22]([O:25][CH3:26])[cH:23][cH:24]1)[CH:5]2[CH3:27].[Na+:42]>>[F:1][c:2]1[cH:3][c:4]2[c:13]([cH:14][cH:15]1)-[c:12]1[c:7]([cH:8][cH:9][cH:10][cH:11]1)[N:6]([S:16](=[O:17])(=[O:18])[c:19]1[cH:20][cH:21][c:22]([OH:25])[cH:23][cH:24]1)[CH:5]2[CH3:27].